Dataset: the Open Reaction Database (ORD), a public repository of structured organic reaction records. Task: describe an organic reaction: reactants, conditions, products, and yield The reactants are COC(=O)C=1C=C(C=C2C1CC(O2)C)OC2=CC=C(C=C2)S(=O)(=O)C (6-(4-methanesulfonyl-phenoxy)-2-methyl-2,3-dihydro-benzofuran-4-carboxylic acid methyl ester), CN1N=C(C=C1)NC(=O)C1=CC2=C(CC(O2)COC)C(=C1)O (4-hydroxy-2-methoxymethyl-2,3-dihydro-benzofuran-6-carboxylic acid (1-methyl-1H-pyrazol-3-yl)-amide), FC1=C(C(=O)N(C)C)C=CC(=C1)F (2,4-difluoro-N,N-dimethyl-benzamide). Run in O (H2O). The product is CN1N=C(C=C1)NC(=O)C1=CC2=C(CC(O2)COC)C(=C1)OC1=CC(=C(C=C1)C(N(C)C)=O)F (4-(4-Dimethylcarbamoyl-3-fluoro-phenoxy)-2-methoxymethyl-2,3-dihydro-benzofuran-6-carboxylic acid (1-methyl-1H-pyrazol-3-yl)-amide). RXN SMILES: COC(C1C=C(OC2C=CC(S(C)(=O)=O)=CC=2)C=C2OC(C)CC=12)=O.[CH3:26][N:27]1[CH:31]=[CH:30][C:29]([NH:32][C:33]([C:35]2[CH:46]=[C:45]([OH:47])[C:38]3[CH2:39][CH:40]([CH2:42][O:43][CH3:44])[O:41][C:37]=3[CH:36]=2)=[O:34])=[N:28]1.[F:48][C:49]1[CH:59]=[C:58](F)[CH:57]=[CH:56][C:50]=1[C:51]([N:53]([CH3:55])[CH3:54])=[O:52]>O>[CH3:26][N:27]1[CH:31]=[CH:30][C:29]([NH:32][C:33]([C:35]2[CH:46]=[C:45]([O:47][C:58]3[CH:57]=[CH:56][C:50]([C:51](=[O:52])[N:53]([CH3:55])[CH3:54])=[C:49]([F:48])[CH:59]=3)[C:38]3[CH2:39][CH:40]([CH2:42][O:43][CH3:44])[O:41][C:37]=3[CH:36]=2)=[O:34])=[N:28]1. Reported procedure: The title compound was prepared in a similar manner as described for Intermediate 1f, from 4-hydroxy-2-methoxymethyl-2,3-dihydro-benzofuran-6-carboxylic acid (1-methyl-1H-pyrazol-3-yl)-amide (204d) and 2,4-difluoro-N,N-dimethyl-benzamide. 1H NMR (400 MHz, DMSO-d6) δ 10.75 (s, 1 H) 7.58 (d, J=1.77 Hz, 1 H) 7.40 (t, J=8.21 Hz, 1 H) 7.26 (s, 1 H) 7.21 (s, 1 H) 7.00 (dd, J=11.12, 1.52 Hz, 1 H) 6.91 (dd, J=8.46, 1.89 Hz, 1 H) 6.54 (d, J=1.52 Hz, 1 H) 5.01-5.09 (m, 1 H) 3.76 (s, 3 H) 3.50-3.59 (m, 2 H... The reactants are FC1=CC=C(C=C1)C1(CC1)C(=O)O (1-(4-fluorophenyl)cyclopropanecarboxylic acid), C=1C=CC2=C(C1)N=NN2O (HOBt), CCN=C=NCCCN(C)C (EDCI), Cl.C12(CNCC2C1)C1=CNC2=NC=CC=C21 (3-(3-azabicyclo[3.1.0]hex-1-yl)-1H-pyrrolo[2,3-b]pyridine hydrochloride). The reagents and catalysts are CN(C)C=O (DMF). Run in C(Cl)Cl (DCM), C(C)N(CC)CC (triethylamine). Run at time 8 hour. Product: FC1=CC=C(C=C1)C1(CC1)C(=O)N1CC2(CC2C1)C1=CNC2=NC=CC=C21 (3-(3-{[1-(4-fluorophenyl)cyclopropyl]carbonyl}-3-azabicyclo[3.1.0]hex-1-yl)-1H-pyrrolo[2, 3-b]pyridine). Isolated yield 40.6%. Reaction SMILES: Cl.[C:2]12([C:8]3[C:16]4[C:11](=[N:12][CH:13]=[CH:14][CH:15]=4)[NH:10][CH:9]=3)[CH2:7][CH:6]1[CH2:5][NH:4][CH2:3]2.C1C=CC2N(O)N=NC=2C=1.CCN=C=NCCCN(C)C.[F:38][C:39]1[CH:44]=[CH:43][C:42]([C:45]2([C:48](O)=[O:49])[CH2:47][CH2:46]2)=[CH:41][CH:40]=1>C(Cl)Cl.CN(C=O)C.C(N(CC)CC)C>[F:38][C:39]1[CH:40]=[CH:41][C:42]([C:45]2([C:48]([N:4]3[CH2:5][CH:6]4[C:2]([C:8]5[C:16]6[C:11](=[N:12][CH:13]=[CH:14][CH:15]=6)[NH:10][CH:9]=5)([CH2:7]4)[CH2:3]3)=[O:49])[CH2:46][CH2:47]2)=[CH:43][CH:44]=1 |f:0.1|. Reported procedure: 3-(3-azabicyclo[3.1.0]hex-1-yl)-1H-pyrrolo[2,3-b]pyridine hydrochloride (60 mg, 0.3 mmol) was dissolved in DCM (3 ml) and a few drops of DMF, and cooled to 0° C. Then HOBt (38 mg, 0.33 mmol), EDCI (54 mg, 0.33 mmol) were added followed by triethylamine (106 μL) and 1-(4-fluorophenyl)cyclopropanecarboxylic acid (46 mg, 0.3 mmol). The mixture was stirred at RT overnight. The volatiles were removed in vacuo and the residue was purified by column chromatography (DCM/MeOH 97:3) to yield the title com...